This data is from the Open Reaction Database (ORD), a public repository of structured organic reaction records. The task is: describe an organic reaction: reactants, conditions, products, and yield Reactants: C[Si](C)(C)C=[N+]=[N-], Cc1ccccc1, CO, CCCCCC, COCOCc1nc(-c2ccc(Cl)cc2)oc1C(=O)O. The product is COCOCc1nc(-c2ccc(Cl)cc2)oc1C(=O)OC. Reaction SMILES: [CH3:21][Si:22]([CH:23]=[N+:24]=[N-:25])([CH3:26])[CH3:27].[CH3:28][c:29]1[cH:30][cH:31][cH:32][cH:33][cH:34]1.[CH3:35][OH:36].[CH3:37][CH2:38][CH2:39][CH2:40][CH2:41][CH3:42].[Cl:1][c:2]1[cH:3][cH:4][c:5](-[c:8]2[o:9][c:10]([C:18](=[O:19])[OH:20])[c:11]([CH2:13][O:14][CH2:15][O:16][CH3:17])[n:12]2)[cH:6][cH:7]1>>[Cl:1][c:2]1[cH:3][cH:4][c:5](-[c:8]2[o:9][c:10]([C:18](=[O:19])[O:20][CH3:21])[c:11]([CH2:13][O:14][CH2:15][O:16][CH3:17])[n:12]2)[cH:6][cH:7]1. Starting materials: ClC1=C(C=NC2=C(N=C(C=C12)OC)OC)C(=O)OCC (ethyl 4-chloro-6,8-dimethoxy-1,7-naphthyridin-3-carboxylate), ClC1=CC=C(C=C1)NN (p-chlorophenylhydrazine). Solvent: C=1(C(=CC=CC1)C)C (xylene). The product is ClC1=CC=C(C=C1)N1N=C2C(=CNC=3C(=NC(=CC23)OC)OC)C1=O (2-(4-chlorophenyl)-6,8-dimethoxy-pyrazolo[4,3-c][1,7]naphthyridin-3(5H)-one). Reaction SMILES: Cl[C:2]1[C:11]2[C:6](=[C:7]([O:14][CH3:15])[N:8]=[C:9]([O:12][CH3:13])[CH:10]=2)[N:5]=[CH:4][C:3]=1[C:16]([O:18]CC)=O.[Cl:21][C:22]1[CH:27]=[CH:26][C:25]([NH:28][NH2:29])=[CH:24][CH:23]=1>C1(C)C(C)=CC=CC=1>[Cl:21][C:22]1[CH:27]=[CH:26][C:25]([N:28]2[C:16](=[O:18])[C:3]3=[CH:4][NH:5][C:6]4[C:7]([O:14][CH3:15])=[N:8][C:9]([O:12][CH3:13])=[CH:10][C:11]=4[C:2]3=[N:29]2)=[CH:24][CH:23]=1. Procedure details: A mixture of 2.25 g of ethyl 4-chloro-6,8-dimethoxy-1,7-naphthyridin-3-carboxylate and 1.2 g of p-chlorophenylhydrazine in 180 ml of xylene is heated at reflux overnight, then cooled and extracted with 1N sodium hydroxide (300 ml). The aqueous alkali phase is separated, washed with ether and neutralized with 20 g of ammonium chloride to precipitate a solid. The solid is collected and washed with ethanol to yield 2-(4-chlorophenyl)-6,8-dimethoxy-pyrazolo[4,3-c][1,7]naphthyridin-3(5H)-one, m.p. 31...